From a dataset of the Open Reaction Database (ORD), a public repository of structured organic reaction records. describe an organic reaction: reactants, conditions, products, and yield RXN SMILES: [CH:1]1([NH:6][C:7]([NH2:9])=[O:8])[CH2:5][CH2:4][CH2:3][CH2:2]1.Cl[CH:11]([C:17]([CH3:19])=O)[C:12]([O:14][CH2:15][CH3:16])=[O:13]>>[CH:1]1([NH:6][C:7]2[O:8][C:11]([C:12]([O:14][CH2:15][CH3:16])=[O:13])=[C:17]([CH3:19])[N:9]=2)[CH2:5][CH2:4][CH2:3][CH2:2]1. Starting materials: C1(CCCC1)NC(=O)N (cyclopentyl urea), ClC(C(=O)OCC)C(=O)C (ethyl 2-chloroacetoacetate). The product is C1(CCCC1)NC=1OC(=C(N1)C)C(=O)OCC (Ethyl 2-(cyclopentylamino)-4-methyl-5-oxazolecarboxylate). Reported procedure: By the procedure of Example 4, 10 g (78 mmol) of cyclopentyl urea was reacted with 10.7 g (65 mmol) of ethyl 2-chloroacetoacetate at 140°-150° C. for 4 hours. The product was separated, then purified by Kugelrohr distillation (135° C. @ 0.5 mm Hg) and then recrystallized from hexane to yield 2.54 g of a light yellow solid product (m.p.=50°-52° C.) identified in Table I. Yield: 16.4%. Reactants: CN(C1=CC=CC=C1)C(C1=CC=C(C=C1)[N+](=O)[O-])=O (N-methyl-N-(4-nitrobenzoyl)aniline). Reagents/catalysts: [Fe] (iron). Run in C(C)O (ethanol), C(C)(=O)O (acetic acid). Run at temperature 80 celsius, time 3 hour. Product: CN(C1=CC=CC=C1)C(C1=CC=C(C=C1)N)=O (N-methyl-N-(4-aminobenzoyl)aniline). The yield is 72.4%. RXN SMILES: [CH3:1][N:2]([C:9](=[O:19])[C:10]1[CH:15]=[CH:14][C:13]([N+:16]([O-])=O)=[CH:12][CH:11]=1)[C:3]1[CH:8]=[CH:7][CH:6]=[CH:5][CH:4]=1>C(O)C.C(O)(=O)C.[Fe]>[CH3:1][N:2]([C:9](=[O:19])[C:10]1[CH:11]=[CH:12][C:13]([NH2:16])=[CH:14][CH:15]=1)[C:3]1[CH:8]=[CH:7][CH:6]=[CH:5][CH:4]=1. Procedure: A mixture of N-methyl-N-(4-nitrobenzoyl)aniline (1.18 g) and iron powder (2.57 g) in a mixture of ethanol (30 ml) and acetic acid (6 ml) was stirred at 80° C. for 3 hours and the mixture was cooled to ambient temperature. The mixture was filtered through Celite and the filtrate was evaporated in vacuo. The residue was dissolved in chloroform and neutralized with saturated aqueous sodium hydrogen carbonate. The solution was filtered through Celite again and the organic phase of the filtrate was w... Reactants: CC(C)(C)OC(=O)N1CCNCC1, CCN(C(C)C)C(C)C, ClCCl, O=C(Cl)Cc1ccccc1. Product: CC(C)(C)OC(=O)N1CCN(NC(=O)Cc2ccccc2)CC1. As a reaction SMILES: [C:1](=[O:2])([O:3][C:4]([CH3:5])([CH3:6])[CH3:7])[N:8]1[CH2:9][CH2:10][NH:11][CH2:12][CH2:13]1.[CH:14]([N:17]([CH:15]([CH3:16])[CH3:18])[CH2:19][CH3:20])([CH3:21])[CH3:22].[Cl:33][CH2:34][Cl:35].[c:23]1([CH2:29][C:30](=[O:31])[Cl:32])[cH:24][cH:25][cH:26][cH:27][cH:28]1>>[C:1](=[O:2])([O:3][C:4]([CH3:5])([CH3:6])[CH3:7])[N:8]1[CH2:9][CH2:10][N:11]([NH:17][C:30]([CH2:29][c:23]2[cH:24][cH:25][cH:26][cH:27][cH:28]2)=[O:31])[CH2:12][CH2:13]1. Starting materials: 16, C(C)OC(=O)C=1C(=NOC1C)C1=C(C=C(C=C1)Br)F (4-ethoxycarbonyl-5-methyl-3-(2-fluoro-4-bromophenyl)isoxazole), [OH-].[Na+] (NaOH), CO (methanol). Solvent: C1CCOC1 (THF). Yields the product C(=O)(O)C=1C(=NOC1C)C1=C(C=C(C=C1)Br)F (4-carboxy-5-methyl-3-(2-fluoro-4-bromophenyl)isoxazole). Isolated yield 100.6%. Reaction SMILES: C([O:3][C:4]([C:6]1[C:7]([C:12]2[CH:17]=[CH:16][C:15]([Br:18])=[CH:14][C:13]=2[F:19])=[N:8][O:9][C:10]=1[CH3:11])=[O:5])C.[OH-].[Na+].CO>C1COCC1>[C:4]([C:6]1[C:7]([C:12]2[CH:17]=[CH:16][C:15]([Br:18])=[CH:14][C:13]=2[F:19])=[N:8][O:9][C:10]=1[CH3:11])([OH:5])=[O:3] |f:1.2|. Procedure: In a fashion similar to that described for preparation 16 (120 mg), 4-ethoxycarbonyl-5-methyl-3-(2-fluoro-4-bromophenyl)isoxazole (350 mg, 1.06 mmol), 5N NaOH (1 ml, 5 mmol), methanol (5 ml), and THF (1 ml) gave 4-carboxy-5-methyl-3-(2-fluoro-4-bromophenyl)isoxazole (320 mg, 100%) that was used without purification. Starting materials: Cl, ClI, C1CCOC1, O, CC(C)(C)c1ccc(O)c(CNS(=O)(=O)O)c1. Yields the product CC(C)(C)c1cc(I)c(O)c(CNS(=O)(=O)O)c1. As a reaction SMILES: [ClH:26].[I:18][Cl:19].[O:20]1[CH2:21][CH2:22][CH2:23][CH2:24]1.[OH2:25].[OH:1][c:2]1[c:3]([CH2:12][NH:13][S:14](=[O:15])(=[O:16])[OH:17])[cH:4][c:5]([C:8]([CH3:9])([CH3:10])[CH3:11])[cH:6][cH:7]1>>[OH:1][c:2]1[c:3]([CH2:12][NH:13][S:14](=[O:15])(=[O:16])[OH:17])[cH:4][c:5]([C:8]([CH3:9])([CH3:10])[CH3:11])[cH:6][c:7]1[I:18].